From a dataset of the Open Reaction Database (ORD), a public repository of structured organic reaction records. describe an organic reaction: reactants, conditions, products, and yield Starting materials: NC1=NC=CC2=C(C=CC=C12)NC1CCN(CC1)C(=O)OC(C)(C)C (4-(1-amino-5-isoquinolyl)amino-1-(tert-butoxycarbonyl)piperidine), Cl.CO (hydrogen chloride methanol). Yields the product NC1=NC=CC2=C(C=CC=C12)NC1CCNCC1 (4-(1-amino-5-isoquinolyl)aminopiperidine). The yield is 71.7%. Reaction SMILES: [NH2:1][C:2]1[C:11]2[C:6](=[C:7]([NH:12][CH:13]3[CH2:18][CH2:17][N:16](C(OC(C)(C)C)=O)[CH2:15][CH2:14]3)[CH:8]=[CH:9][CH:10]=2)[CH:5]=[CH:4][N:3]=1.Cl.CO>>[NH2:1][C:2]1[C:11]2[C:6](=[C:7]([NH:12][CH:13]3[CH2:18][CH2:17][NH:16][CH2:15][CH2:14]3)[CH:8]=[CH:9][CH:10]=2)[CH:5]=[CH:4][N:3]=1 |f:1.2|. Procedure: According to the method of Example 1, Step C, deprotection was performed (room temperature, 2 hours) by using Intermediate 133 (199 mg) and 10% hydrogen chloride/methanol solution (3 ml). The solvent was evaporated under reduced pressure, and the residue was added with methanol (1 ml) and diethyl ether (3 ml). The deposited precipitates were collected by filtration and washed with diethyl ether to obtain the title compound (101 mg). The reactants are CCO, COc1cc(C(=O)NN2CCN(C(=O)OCc3ccccc3)CC2)ccc1Nc1ncc2c(n1)N(C1CCCCC1)CC(F)(F)C(=O)N2C. The product is COc1cc(C(=O)NN2CCNCC2)ccc1Nc1ncc2c(n1)N(C1CCCCC1)CC(F)(F)C(=O)N2C. RXN SMILES: [CH3:50][CH2:51][OH:52].[CH:1]1([N:7]2[c:8]3[c:9]([cH:18][n:19][c:20]([NH:22][c:23]4[c:24]([O:48][CH3:49])[cH:25][c:26]([C:27](=[O:28])[NH:29][N:30]5[CH2:31][CH2:32][N:33]([C:36]([O:37][CH2:38][c:39]6[cH:40][cH:41][cH:42][cH:43][cH:44]6)=[O:45])[CH2:34][CH2:35]5)[cH:46][cH:47]4)[n:21]3)[N:10]([CH3:17])[C:11](=[O:16])[C:12]([F:14])([F:15])[CH2:13]2)[CH2:2][CH2:3][CH2:4][CH2:5][CH2:6]1>>[CH:1]1([N:7]2[c:8]3[c:9]([cH:18][n:19][c:20]([NH:22][c:23]4[c:24]([O:48][CH3:49])[cH:25][c:26]([C:27](=[O:28])[NH:29][N:30]5[CH2:31][CH2:32][NH:33][CH2:34][CH2:35]5)[cH:46][cH:47]4)[n:21]3)[N:10]([CH3:17])[C:11](=[O:16])[C:12]([F:14])([F:15])[CH2:13]2)[CH2:2][CH2:3][CH2:4][CH2:5][CH2:6]1.